Dataset: the Open Reaction Database (ORD), a public repository of structured organic reaction records. Task: describe an organic reaction: reactants, conditions, products, and yield Reactants: S(=O)(=O)([O-])C1=CC=C(C)C=C1 (Tosylate), S(=O)(=O)([O-])C1=CC=C(C)C=C1 (tosylate), S(=O)(=O)([O-])C1=CC=C(C)C=C1 (tosylate), S(=O)(=O)([O-])C1=CC=C(C)C=C1 (Tosylate), S(=O)(=O)([O-])C1=CC=C(C)C=C1 (Tosylate), S(=O)(=O)([O-])C1=CC=C(C)C=C1 (tosylate), S(=O)(=O)([O-])C1=CC=C(C)C=C1 (tosylate), methyl ester, S(=O)(=O)(O)C1=CC=C(C)C=C1.C[C@@H]1N([C@@H](CN(C1)C1=CC=C(C=C1)OC(F)(F)F)C)S(=O)(=O)C1=C2C[C@H](CC2=CC=C1)C(=O)O ((S)-4-[cis-2,6-dimethyl-4-(4-trifluoromethoxy-phenyl)-piperazine-1-sulfonyl]-indan-2-carboxylic acid tosylate), S(=O)(=O)([O-])C1=CC=C(C)C=C1 (Tosylate). Product: S(=O)(=O)([O-])C1=CC=C(C)C=C1 (Tosylate), COS(=O)(=O)C1=CC=C(C)C=C1 (tosylate methyl ester). As a reaction SMILES: [S:1]([C:5]1[CH:11]=[CH:10][C:8]([CH3:9])=[CH:7][CH:6]=1)([OH:4])(=[O:3])=[O:2].[CH3:12][C@H]1CN(C2C=CC(OC(F)(F)F)=CC=2)C[C@@H](C)N1S(C1C=CC=C2C=1C[C@@H](C(O)=O)C2)(=O)=O.[S:46]([C:50]1[CH:56]=[CH:55][C:53]([CH3:54])=[CH:52][CH:51]=1)([O-:49])(=[O:48])=[O:47]>>[S:1]([C:5]1[CH:11]=[CH:10][C:8]([CH3:9])=[CH:7][CH:6]=1)([O-:4])(=[O:3])=[O:2].[CH3:12][O:47][S:46]([C:50]1[CH:56]=[CH:55][C:53]([CH3:54])=[CH:52][CH:51]=1)(=[O:49])=[O:48] |f:0.1|. Reported procedure: The methyl ester precursor of (S)-4-[cis-2,6-dimethyl-4-(4-trifluoromethoxy-phenyl)-piperazine-1-sulfonyl]-indan-2-carboxylic acid tosylate (hereinafter optionally referred to as “Compound 1 tosylate”) was used for this experiment instead of Compound 1 tosylate due to the unsuitability of the Compound 1 tosylate crystals for X-ray structure determination. Compound 1 tosylate methyl ester was prepared via an esterification of Compound 1 tosylate followed by recrystallization from isopropanol. Oth...